Dataset: the Open Reaction Database (ORD), a public repository of structured organic reaction records. Task: describe an organic reaction: reactants, conditions, products, and yield Starting materials: CCCC[N+](CCCC)(CCCC)CCCC, O=Cc1ccccc1O, ClCC=CCCl, [Na+], [OH-], [OH-], O. Yields the product O=Cc1ccccc1OCC=CCCl. As a reaction SMILES: [CH2:2]([N+:3]([CH2:4][CH2:5][CH2:6][CH3:7])([CH2:8][CH2:9][CH2:10][CH3:11])[CH2:12][CH2:13][CH2:14][CH3:15])[CH2:16][CH2:17][CH3:18].[CH:19](=[O:20])[c:21]1[cH:22][cH:23][cH:24][cH:25][c:26]1[OH:27].[Cl:28][CH2:29][CH:30]=[CH:31][CH2:32][Cl:33].[Na+:35].[OH-:1].[OH-:34].[OH2:36]>>[CH:19](=[O:20])[c:21]1[cH:22][cH:23][cH:24][cH:25][c:26]1[O:27][CH2:32][CH:31]=[CH:30][CH2:29][Cl:28]. Reactants: N(CC(=O)O)CC(=O)O (iminodiacetic acid), [OH-].[Na+] (sodium hydroxide), Cl (hydrochloric acid), [OH-].[Na+] (sodium hydroxide), C(C)OC(C(=C)CO)=O (ethyl--2--hydroxymethylacrylate). Run in O (water). Run at temperature 80 celsius, time 20 hour. The product is C(=O)(O)C(CN(CC(=O)O)CC(=O)O)CO ((2--Carboxy--3--hydroxypropyl)iminodiacetic acid). The yield is 45.0%. As a reaction SMILES: [NH:1]([CH2:6][C:7]([OH:9])=[O:8])[CH2:2][C:3]([OH:5])=[O:4].[OH-].[Na+].C([O:14][C:15](=[O:20])[C:16]([CH2:18][OH:19])=[CH2:17])C.Cl>O>[C:15]([CH:16]([CH2:18][OH:19])[CH2:17][N:1]([CH2:6][C:7]([OH:9])=[O:8])[CH2:2][C:3]([OH:5])=[O:4])([OH:20])=[O:14] |f:1.2|. Reported procedure: (0.05 mole) of iminodiacetic acid were suspended in 25 ml of water and neutralized with sodium hydroxide to pH=10-12. 6.5 g. (0.05 mole) of ethyl--2--hydroxymethylacrylate was added dropwise to the solution and the temperature of the resulting mixture increased to 80°C. The pH was maintained at 10-12 by further addition of sodium hydroxide. The reaction mixture was stirred at 80°C for 20 hours and then cooled to room temperature and acidified to pH=1.5 with concentrated hydrochloric acid. The so... The reactants are [N+](=O)([O-])C1=C(C=CC=C1)S(=O)(=O)Cl (2-nitrobenzenesulfonyl chloride), C(C)N (ethylamine), C(=O)([O-])[O-].[Na+].[Na+] (Na2CO3), O (water). Run in C(Cl)Cl (CH2Cl2), C(C)(=O)OCC (ethyl acetate), C(C)(=O)OCC (ethyl acetate). The product is C(C)NS(=O)(=O)C1=C(C=CC=C1)[N+](=O)[O-] (N-Ethyl-2-nitrobenzenesulfonamide). Isolated yield 161.2%. Reaction SMILES: [N+:1]([C:4]1[CH:9]=[CH:8][CH:7]=[CH:6][C:5]=1[S:10](Cl)(=[O:12])=[O:11])([O-:3])=[O:2].[CH2:14]([NH2:16])[CH3:15].C([O-])([O-])=O.[Na+].[Na+].O>C(OCC)(=O)C.C(Cl)Cl>[CH2:14]([NH:16][S:10]([C:5]1[CH:6]=[CH:7][CH:8]=[CH:9][C:4]=1[N+:1]([O-:3])=[O:2])(=[O:12])=[O:11])[CH3:15] |f:2.3.4|. Reported procedure: A solution of 2-nitrobenzenesulfonyl chloride (140 g, 361 mmol) in ethyl acetate (250 mL) was added dropwise at room temperature to a mixture of 70% aqueous ethylamine (50 mL, 630 mmol), ethyl acetate (100 mL), Na2CO3 (67 g, 632 mmol), and water (250 mL). The reaction mixture was stirred for 4 h (TLC monitoring, CH2Cl2). The organic layer was separated, washed with water, with a solution of citric acid, dried with Na2SO4, and evaporated. The residue solidified into a white crystalline mass. The ... The reactants are ClCCl, COc1ccc(CC(=O)O)cc1OC, O=S(Cl)Cl. Product: COc1ccc(CC(=O)Cl)cc1OC. RXN SMILES: [CH2:19]([Cl:20])[Cl:21].[CH3:5][O:6][c:7]1[cH:8][c:9]([CH2:15][C:16](=[O:17])[OH:18])[cH:10][cH:11][c:12]1[O:13][CH3:14].[S:1]([Cl:2])([Cl:3])=[O:4]>>[Cl:3][C:16]([CH2:15][c:9]1[cH:8][c:7]([O:6][CH3:5])[c:12]([O:13][CH3:14])[cH:11][cH:10]1)=[O:18]. Starting materials: CSc1nnc(-c2cccs2)n1C, O=C(OO)c1cccc(Cl)c1, ClCCl. Product: Cn1c(-c2cccs2)nnc1S(C)=O. As a reaction SMILES: [CH3:1][n:2]1[c:3](-[c:9]2[s:10][cH:11][cH:12][cH:13]2)[n:4][n:5][c:6]1[S:7][CH3:8].[Cl:14][c:15]1[cH:16][c:17]([C:22](=[O:19])[O:23][OH:24])[cH:18][cH:20][cH:21]1.[Cl:25][CH2:26][Cl:27]>>[CH3:1][n:2]1[c:3](-[c:9]2[s:10][cH:11][cH:12][cH:13]2)[n:4][n:5][c:6]1[S:7]([CH3:8])=[O:19]. The reactants are N#N.CON(C=1NC(C=2N=CN(C2N1)CCC(CO)CO)=O)C(C1=CC=CC=C1)(C1=CC=CC=C1)C1=CC=CC=C1 (N2 monomethoxytrityl-9-(4-hydroxy-3-hydroxymethylbut-1-yl)guanine), C(C(C)(C)C)(=O)Cl (pivalyl chloride). Solvent: N1=CC=CC=C1 (pyridine). Conditions: time 45 minute. The product is C(C(C)(C)C)(=O)OCC(CCN1C=2N=C(NC(C2N=C1)=O)N)COC(C(C)(C)C)=O (9-(4-pivalyloxy-3-pivalyloxymethylbut-1-yl)guanine). Isolated yield 58.0%. RXN SMILES: N#N.CO[N:5](C(C1C=CC=CC=1)(C1C=CC=CC=1)C1C=CC=CC=1)[C:6]1[NH:7][C:8](=[O:22])[C:9]2[N:10]=[CH:11][N:12]([CH2:15][CH2:16][CH:17]([CH2:20][OH:21])[CH2:18][OH:19])[C:13]=2[N:14]=1.[C:42](Cl)(=[O:47])[C:43]([CH3:46])([CH3:45])[CH3:44]>N1C=CC=CC=1>[C:42]([O:21][CH2:20][CH:17]([CH2:18][O:19][C:42](=[O:47])[C:43]([CH3:46])([CH3:45])[CH3:44])[CH2:16][CH2:15][N:12]1[CH:11]=[N:10][C:9]2[C:8](=[O:22])[NH:7][C:6]([NH2:5])=[N:14][C:13]1=2)(=[O:47])[C:43]([CH3:46])([CH3:45])[CH3:44] |f:0.1|. Reported procedure: To a solution of N2 -monomethoxytrityl-9-(4-hydroxy-3-hydroxymethylbut-1-yl)guanine (0.47 g, 0.9 mmol) in pyridine (4.5 ml) was added pivalyl chloride (0.55 ml, 4.5 mmol) and the solution was stirred for 45 minutes. The mixture was precipitated in water (45 ml) and the resulting precipitate was stirred in 80% acetic acid (10 ml) at 80° for 20 minutes. The solvent was removed and the residue was purified by column chromatography on silica gel eluting with chloroformmethanol (10:1) to afford 9-(4-... The reactants are CN1CCC(N(C)C(=O)Nc2cc(Oc3ccc([N+](=O)[O-])cc3F)ccn2)CC1, C1CCOC1. The product is CN1CCC(N(C)C(=O)Nc2cc(Oc3ccc(N)cc3F)ccn2)CC1. Reaction SMILES: [F:1][c:2]1[c:3]([O:4][c:5]2[cH:6][c:7]([NH:11][C:12]([N:13]([CH:14]3[CH2:15][CH2:16][N:17]([CH3:20])[CH2:18][CH2:19]3)[CH3:21])=[O:22])[n:8][cH:9][cH:10]2)[cH:23][cH:24][c:25]([N+:27]([O-:28])=[O:29])[cH:26]1.[O:30]1[CH2:31][CH2:32][CH2:33][CH2:34]1>>[F:1][c:2]1[c:3]([O:4][c:5]2[cH:6][c:7]([NH:11][C:12]([N:13]([CH:14]3[CH2:15][CH2:16][N:17]([CH3:20])[CH2:18][CH2:19]3)[CH3:21])=[O:22])[n:8][cH:9][cH:10]2)[cH:23][cH:24][c:25]([NH2:27])[cH:26]1. Starting materials: C(C)(=O)OCC (ethyl acetate), CC(C)([O-])C.[K+] (potassium t-butoxide), CC=1NC(=C(N1)C(=O)OCC)C(=O)OCC (diethyl 2-methylimidazole-4,5-dicarboxylate), C(C1=CC=CC=C1)Br (benzyl bromide). Run in O (water), CN(C(C)=O)C (N,N-dimethylacetamide). Reaction conditions: time 30 minute. Yields the product C(C1=CC=CC=C1)N1C(=NC(=C1C(=O)OCC)C(=O)OCC)C (Diethyl 1-benzyl-2-methylimidazole-4,5-dicarboxylate). Reaction SMILES: CC(C)([O-])C.[K+].[CH3:7][C:8]1[NH:9][C:10]([C:18]([O:20][CH2:21][CH3:22])=[O:19])=[C:11]([C:13]([O:15][CH2:16][CH3:17])=[O:14])[N:12]=1.[CH2:23](Br)[C:24]1[CH:29]=[CH:28][CH:27]=[CH:26][CH:25]=1.C(OCC)(=O)C>CN(C)C(=O)C.O>[CH2:23]([N:12]1[C:11]([C:13]([O:15][CH2:16][CH3:17])=[O:14])=[C:10]([C:18]([O:20][CH2:21][CH3:22])=[O:19])[N:9]=[C:8]1[CH3:7])[C:24]1[CH:29]=[CH:28][CH:27]=[CH:26][CH:25]=1 |f:0.1|. Procedure: 5.21 g of potassium t-butoxide were added to a solution of 10.0 g of diethyl 2-methylimidazole-4,5-dicarboxylate in 100 ml of N,N-dimethylacetamide, whilst ice-cooling and under a nitrogen atmosphere. The mixture was stirred for 30 minutes, until a homogeneous solution was obtained, and then 5.78 ml of benzyl bromide were added dropwise to this solution, whilst ice-cooling. The resulting mixture was stirred at room temperature for 1 hour, after which it was mixed with ethyl acetate and water and...